Dataset: the Open Reaction Database (ORD), a public repository of structured organic reaction records. Task: describe an organic reaction: reactants, conditions, products, and yield The reactants are 15.7, FC(C1=CC=C(C=C1)C(C1=CC=CC=C1)C1=CC=NC=C1)(F)F (4-[α-(p-trifluoromethylphenyl)benzyl]pyridine), [H][H] (hydrogen), [OH-].[Na+] (sodium hydroxide). The reagents and catalysts are [Pt]=O (platinum oxide). Solvent: C(C)(=O)O (acetic acid). Product: FC(C1=CC=C(C=C1)C(C1CCNCC1)C1=CC=CC=C1)(F)F (4-[(4-trifluoromethylphenyl)phenylmethyl]piperidine). RXN SMILES: [F:1][C:2]([F:23])([F:22])[C:3]1[CH:8]=[CH:7][C:6]([CH:9]([C:16]2[CH:21]=[CH:20][N:19]=[CH:18][CH:17]=2)[C:10]2[CH:15]=[CH:14][CH:13]=[CH:12][CH:11]=2)=[CH:5][CH:4]=1.[H][H].[OH-].[Na+]>[Pt]=O.C(O)(=O)C>[F:23][C:2]([F:1])([F:22])[C:3]1[CH:8]=[CH:7][C:6]([CH:9]([C:10]2[CH:11]=[CH:12][CH:13]=[CH:14][CH:15]=2)[CH:16]2[CH2:21][CH2:20][NH:19][CH2:18][CH2:17]2)=[CH:5][CH:4]=1 |f:2.3|. Reported procedure: A solution of 15.7 parts of 4-[α-(p-trifluoromethylphenyl)benzyl]pyridine in 250 parts of acetic acid is heated, with agitation, at 47° C. under approximately 4 atmospheres of hydrogen and in the presence of 2 parts of platinum oxide catalyst for 2 hours. The resultant mixture is filtered, and the filtrate is stripped of solvent by vacuum distillation. The residue is poured into 3 volumes of ice water, and the mixture thus obtained is made alkaline with sodium hydroxide. This mixture is then ext... The reactants are C(C)N1C(NC(C(C1=O)(C)NC(C1=C(C(=C(C(=C1)F)F)F)F)=O)=O)=O (N-(1-Ethyl-hexahydro-5-methyl-2,4,6-trioxo-5-pyrimidinyl)-2,3,4,5-tetrafluorobenzamide), NC1(C(NC(N(C1=O)C1=CC=CC=C1)=O)=O)CC (5-amino-5-ethyl-1-phenylbarbituric acid). The product is C(C)C1(C(NC(N(C1=O)C1=CC=CC=C1)=O)=O)NC(C1=C(C(=C(C(=C1)F)F)F)F)=O (N-(5-Ethyl-hexahydro-2,4,6-trioxo-1-phenyl-5-pyrimidinyl)-2,3,4,5-tetrafluorobenzamide). Reaction SMILES: C(N1C(=O)C(N[C:12](=[O:23])[C:13]2[CH:18]=[C:17]([F:19])[C:16]([F:20])=[C:15]([F:21])[C:14]=2[F:22])(C)C(=O)NC1=O)C.[NH2:26][C:27]1([CH2:42][CH3:43])[C:32](=[O:33])[N:31]([C:34]2[CH:39]=[CH:38][CH:37]=[CH:36][CH:35]=2)[C:30](=[O:40])[NH:29][C:28]1=[O:41]>>[CH2:42]([C:27]1([NH:26][C:12](=[O:23])[C:13]2[CH:18]=[C:17]([F:19])[C:16]([F:20])=[C:15]([F:21])[C:14]=2[F:22])[C:32](=[O:33])[N:31]([C:34]2[CH:39]=[CH:38][CH:37]=[CH:36][CH:35]=2)[C:30](=[O:40])[NH:29][C:28]1=[O:41])[CH3:43]. Procedure details: Compound 20k was prepared by the same method described for 20f using 5-amino-5-ethyl-1-phenylbarbituric acid (0.50 g, 2 mmol). The crude 5-ethyl-1-phenyl-5-(tetrafluorobenz-amido)barbituric acid (20k) was obtained as yellow crystals that were pure. The reactants are B, C1CCOC1, CSC, O=C(NCC(O)COc1ccccc1)C1CCc2cc(I)ccc2O1. Product: OC(CNCC1CCc2cc(I)ccc2O1)COc1ccccc1. As a reaction SMILES: [BH3:29].[CH2:30]1[O:31][CH2:32][CH2:33][CH2:34]1.[CH3:26][S:27][CH3:28].[OH:1][CH:2]([CH2:3][NH:4][C:5](=[O:6])[CH:7]1[O:8][c:9]2[cH:10][cH:11][c:12]([I:17])[cH:13][c:14]2[CH2:15][CH2:16]1)[CH2:18][O:19][c:20]1[cH:21][cH:22][cH:23][cH:24][cH:25]1>>[OH:1][CH:2]([CH2:3][NH:4][CH2:5][CH:7]1[O:8][c:9]2[cH:10][cH:11][c:12]([I:17])[cH:13][c:14]2[CH2:15][CH2:16]1)[CH2:18][O:19][c:20]1[cH:21][cH:22][cH:23][cH:24][cH:25]1. The reactants are C1CCOC1, CO, Cl, [Na+], [OH-], O, COC(=O)COc1ccc2cc(-c3cnc(Cc4ccc5ccccc5c4)o3)ccc2c1. Yields the product O=C(O)COc1ccc2cc(-c3cnc(Cc4ccc5ccccc5c4)o3)ccc2c1. RXN SMILES: [CH2:36]1[O:37][CH2:38][CH2:39][CH2:40]1.[CH3:41][OH:42].[ClH:35].[Na+:34].[OH-:33].[OH2:43].[cH:1]1[c:2]([CH2:11][c:12]2[o:13][c:14](-[c:17]3[cH:18][c:19]4[cH:20][cH:21][c:22]([O:27][CH2:28][C:29](=[O:30])[O:31][CH3:32])[cH:23][c:24]4[cH:25][cH:26]3)[cH:15][n:16]2)[cH:3][cH:4][c:5]2[cH:6][cH:7][cH:8][cH:9][c:10]12>>[cH:1]1[c:2]([CH2:11][c:12]2[o:13][c:14](-[c:17]3[cH:18][c:19]4[cH:20][cH:21][c:22]([O:27][CH2:28][C:29](=[O:30])[OH:31])[cH:23][c:24]4[cH:25][cH:26]3)[cH:15][n:16]2)[cH:3][cH:4][c:5]2[cH:6][cH:7][cH:8][cH:9][c:10]12. Starting materials: O=C([O-])[O-], COC(C)CN, Cc1ccccc1, Fc1cccc(Nc2cc(-c3ccnc(Cl)n3)ccn2)c1, Cl, [K+], [K+]. Yields the product COC(C)CNc1nccc(-c2ccnc(Nc3cccc(F)c3)c2)n1. As a reaction SMILES: [C:29](=[O:30])([O-:31])[O-:32].[CH3:23][O:24][CH:25]([CH2:26][NH2:27])[CH3:28].[CH3:35][c:36]1[cH:37][cH:38][cH:39][cH:40][cH:41]1.[Cl:1][c:2]1[n:3][cH:4][cH:5][c:6](-[c:8]2[cH:9][c:10]([NH:14][c:15]3[cH:16][c:17]([F:21])[cH:18][cH:19][cH:20]3)[n:11][cH:12][cH:13]2)[n:7]1.[ClH:22].[K+:33].[K+:34]>>[c:2]1([NH:27][CH2:26][CH:25]([O:24][CH3:23])[CH3:28])[n:3][cH:4][cH:5][c:6](-[c:8]2[cH:9][c:10]([NH:14][c:15]3[cH:16][c:17]([F:21])[cH:18][cH:19][cH:20]3)[n:11][cH:12][cH:13]2)[n:7]1. Procedure: A mixture of 4-methoxymethoxymethyl-2-phenyl-1,3-oxazole-5-carbaldehyde (3.00 g), 4-benzyloxybenzyltriphenylphosphonium chloride (6.58 g), potassium carbonate (1.84 g) and N,N-dimethylformamide (50 mL) was stirred at room temperature for 15 hrs. The reaction mixture was poured into water and the mixture was extracted with ethyl acetate. The organic layer was washed successively with dilute hydrochloric acid and saturated brine, dried over anhydrous magnesium sulfate and concentrated. The residue... Run at time 15 hour. Yields the product OC1=CC=C(C=C1)CCC1=C(N=C(O1)C1=CC=CC=C1)COCOC (5-[2-(4-hydroxyphenyl)ethyl]-4-methoxymethoxymethyl-2-phenyl-1,3-oxazole). As a reaction SMILES: [CH3:1][O:2][CH2:3][O:4][CH2:5][C:6]1[N:7]=[C:8]([C:13]2[CH:18]=[CH:17][CH:16]=[CH:15][CH:14]=2)[O:9][C:10]=1[CH:11]=O.[Cl-].C([O:27][C:28]1[CH:53]=[CH:52][C:31]([CH2:32][P+](C2C=CC=CC=2)(C2C=CC=CC=2)C2C=CC=CC=2)=[CH:30][CH:29]=1)C1C=CC=CC=1.C(=O)([O-])[O-].[K+].[K+].CN(C)C=O>O>[OH:27][C:28]1[CH:53]=[CH:52][C:31]([CH2:32][CH2:11][C:10]2[O:9][C:8]([C:13]3[CH:14]=[CH:15][CH:16]=[CH:17][CH:18]=3)=[N:7][C:6]=2[CH2:5][O:4][CH2:3][O:2][CH3:1])=[CH:30][CH:29]=1 |f:1.2,3.4.5|. The solvent is O (water). The reactants are COCOCC=1N=C(OC1C=O)C1=CC=CC=C1 (4-methoxymethoxymethyl-2-phenyl-1,3-oxazole-5-carbaldehyde), [Cl-].C(C1=CC=CC=C1)OC1=CC=C(C[P+](C2=CC=CC=C2)(C2=CC=CC=C2)C2=CC=CC=C2)C=C1 (4-benzyloxybenzyltriphenylphosphonium chloride), C([O-])([O-])=O.[K+].[K+] (potassium carbonate), CN(C=O)C (N,N-dimethylformamide). The yield is 78.7%. Starting materials: NN1C(NC2=C(C1=O)OC1=C2C=C(C=C1)Cl)=O (3-amino-8-chloro-1H-benzo[4,5]furo[3,2-d]pyrimidine-2,4-dione), N(=O)[O-].[Na+] (NaNO2). The solvent is C(C)(=O)O.O (acetic acid H2O). Run at temperature 47.5 celsius. The product is ClC=1C=CC2=C(C=3NC(NC(C3O2)=O)=O)C1 (8-Chloro-1H-benzo[4,5]furo[3,2-d]pyrimidine-2,4-dione). Yield: 89.3%. Reaction SMILES: N[N:2]1[C:7](=[O:8])[C:6]2[O:9][C:10]3[CH:15]=[CH:14][C:13]([Cl:16])=[CH:12][C:11]=3[C:5]=2[NH:4][C:3]1=[O:17].N([O-])=O.[Na+]>C(O)(=O)C.O>[Cl:16][C:13]1[CH:14]=[CH:15][C:10]2[O:9][C:6]3[C:7](=[O:8])[NH:2][C:3](=[O:17])[NH:4][C:5]=3[C:11]=2[CH:12]=1 |f:1.2,3.4|. Procedure: To a suspension of 3-amino-8-chloro-1H-benzo[4,5]furo[3,2-d]pyrimidine-2,4-dione (2.9 g, 11.6 mmol) in 1:1 mixture of acetic acid/H2O (200 mL) was added NaNO2 (2.5 g, 36.0 mmol). The reaction mixture was heated at 45-50° C. until the evolution of brown fumes ceased (2 h). The product was collected by filtration to afford 2.45 g (89%) of the desired product. Reactants: COC1=CC=C(C=C1)N=C=O (4-Methoxyphenyl isocyanate), C1(=CC=CC=C1)C=1OCC(C(N1)C1=CC=CC=C1)O ((4RS, 5RS)-2,4-diphenyl-5,6-dihydro-4H-1,3-oxazin-5-ol). Solvent: ClCCCl (1,2-dichloroethane). The product is COC1=CC=C(C=C1)NC(=O)OC1C(N=C(OC1)C1=CC=CC=C1)C1=CC=CC=C1 ((4RS, 5RS)-5-(4-methoxyphenylcarbamoyloxy)-2,4-diphenyl-5,6-dihydro-4H-1,3-oxazine). Isolated yield 25.9%. As a reaction SMILES: [CH3:1][O:2][C:3]1[CH:8]=[CH:7][C:6]([N:9]=[C:10]=[O:11])=[CH:5][CH:4]=1.[C:12]1([C:18]2[O:19][CH2:20][CH:21]([OH:30])[CH:22]([C:24]3[CH:29]=[CH:28][CH:27]=[CH:26][CH:25]=3)[N:23]=2)[CH:17]=[CH:16][CH:15]=[CH:14][CH:13]=1>ClCCCl>[CH3:1][O:2][C:3]1[CH:4]=[CH:5][C:6]([NH:9][C:10]([O:30][CH:21]2[CH2:20][O:19][C:18]([C:12]3[CH:17]=[CH:16][CH:15]=[CH:14][CH:13]=3)=[N:23][CH:22]2[C:24]2[CH:25]=[CH:26][CH:27]=[CH:28][CH:29]=2)=[O:11])=[CH:7][CH:8]=1. Reported procedure: 4-Methoxyphenyl isocyanate (1 g) is added at a temperature in the region of 20° C. to a solution, maintained under an argon atmosphere, of (4RS, 5RS)-2,4-diphenyl-5,6-dihydro-4H-1,3-oxazin-5-ol (1.7 g) in 1,2-dichloroethane (20 cc). The solution obtained is stirred under reflux for 4 hours and then concentrated to dryness under reduced pressure (2.7 kPa). The residue is purified by chromatography on silica (0.063-0.2 mm; 40 g) contained in a column 2 cm in diameter, collecting 20-cc fractions. F... The reactants are [Al+3], [H-], [H-], [H-], [H-], [Li+], C1CCOC1, COC(C(=O)O)c1ccccc1. Product: COC(CO)c1ccccc1. Reaction SMILES: [Al+3:14].[H-:13].[H-:16].[H-:17].[H-:18].[Li+:15].[O:19]1[CH2:20][CH2:21][CH2:22][CH2:23]1.[c:1]1([CH:7]([C:8](=[O:9])[OH:10])[O:11][CH3:12])[cH:2][cH:3][cH:4][cH:5][cH:6]1>>[c:1]1([CH:7]([CH2:8][OH:9])[O:11][CH3:12])[cH:2][cH:3][cH:4][cH:5][cH:6]1.